This data is from the Open Reaction Database (ORD), a public repository of structured organic reaction records. The task is: describe an organic reaction: reactants, conditions, products, and yield Reactants: BrC=1C=C(OC2=CC3=C(N4C(=NS3(=O)=O)CCC4)C=C2)C=CC1 (7-(3-Bromophenoxy)-2,3-dihydro-1H-pyrrolo[2,1-c][1,2,4]benzothiadiazine 5,5-dioxide), C(CCC)[Sn](C=1OC=CC1)(CCCC)CCCC (2-(tributylstannyl)furan), tetrakistriphenylphosphine. Run in C1(=CC=CC=C1)C (toluene). Product: O1C(=CC=C1)C=1C=C(OC2=CC3=C(N4C(=NS3(=O)=O)CCC4)C=C2)C=CC1 (7-[3-(2-Furyl)phenoxy]-2,3-dihydro-1H-pyrrolo[2,1-c][1,2,4]benzothiadiazine 5,5-dioxide). RXN SMILES: Br[C:2]1[CH:3]=[C:4]([CH:21]=[CH:22][CH:23]=1)[O:5][C:6]1[CH:20]=[CH:19][C:9]2[N:10]3[CH2:18][CH2:17][CH2:16][C:11]3=[N:12][S:13](=[O:15])(=[O:14])[C:8]=2[CH:7]=1.C([Sn](CCCC)(CCCC)[C:29]1[O:30][CH:31]=[CH:32][CH:33]=1)CCC>C1(C)C=CC=CC=1>[O:30]1[CH:31]=[CH:32][CH:33]=[C:29]1[C:2]1[CH:3]=[C:4]([CH:21]=[CH:22][CH:23]=1)[O:5][C:6]1[CH:20]=[CH:19][C:9]2[N:10]3[CH2:18][CH2:17][CH2:16][C:11]3=[N:12][S:13](=[O:15])(=[O:14])[C:8]=2[CH:7]=1. Reported procedure: A suspension of the product obtained in Step A (200 mg, 0.50 mmol), 222 μl (0.66 mmol) of 2-(tributylstannyl)furan and 30 mg (0.025 mmol) of tetrakistriphenylphosphine in 4 ml of toluene is refluxed for 45 minutes. The toluene is evaporated off in vacuo and the residue is chromatographed on SiO2 (CH2Cl2/acetone 96/4) to yield the title product. The reactants are ClC=1C=C(C=CC1)C(CC(C(F)(F)F)=O)=O (1-(3-chloro-phenyl)-4,4,4-trifluoro-butane-1,3-dione), CC(=O)C1=CC(=CC=C1)Cl (3-chloro-acetophenone), NC1=NNC=C1C#N (3-amino-4-cyano-pyrazole). The product is ClC=1C=C(C=CC1)C1=NC=2N(C(=C1)C(F)(F)F)N=CC2C#N (5-(3-Chloro-phenyl)-7-trifluoromethyl-pyrazolo[1,5-a]pyrimidine-3-carbonitrile). The yield is 46.5%. As a reaction SMILES: [Cl:1][C:2]1[CH:3]=[C:4]([C:8](=O)[CH2:9][C:10](=O)[C:11]([F:14])([F:13])[F:12])[CH:5]=[CH:6][CH:7]=1.CC(C1C=CC=C(Cl)C=1)=O.[NH2:27][C:28]1[C:32]([C:33]#[N:34])=[CH:31][NH:30][N:29]=1>>[Cl:1][C:2]1[CH:3]=[C:4]([C:8]2[CH:9]=[C:10]([C:11]([F:14])([F:13])[F:12])[N:29]3[N:30]=[CH:31][C:32]([C:33]#[N:34])=[C:28]3[N:27]=2)[CH:5]=[CH:6][CH:7]=1. Reported procedure: Reaction of 1-(3-chloro-phenyl)-4,4,4-trifluoro-butane-1,3-dione (251 mg, 1.0 mmol), prepared from commercially available 3-chloro-acetophenone according to general procedure A, and 3-amino-4-cyano-pyrazole (108 mg, 1.0 mmol) according to general procedure B yielded the title compound as a yellow solid (150 mg, 46%). MS (ISP) 323.1 [(M+H)+]; mp 204° C. Starting materials: Brc1ccccn1, Cc1ccc(N)c(C)c1[N+](=O)[O-], [Na+], [Na+], O=C([O-])[O-], O. RXN SMILES: [Br:13][c:14]1[n:15][cH:16][cH:17][cH:18][cH:19]1.[N+:1](=[O:2])([O-:3])[c:4]1[c:5]([CH3:12])[c:6]([NH2:7])[cH:8][cH:9][c:10]1[CH3:11].[Na+:20].[Na+:21].[O-:22][C:23](=[O:24])[O-:25].[OH2:26]>>[N+:1](=[O:2])([O-:3])[c:4]1[c:5]([CH3:12])[c:6]([NH:7][c:14]2[n:15][cH:16][cH:17][cH:18][cH:19]2)[cH:8][cH:9][c:10]1[CH3:11]. Product: Cc1ccc(Nc2ccccn2)c(C)c1[N+](=O)[O-]. Starting materials: OC1=C(C=C(C=C1)[C@@H]1OC2=C([C@H]1C)C=C(C=C2OC)\C=C\C)OC (trans-2,3-dihydro-2-(4-hydroxy-3-methoxyphenyl)-7-methoxy-3-methyl-5-(E)-propenylbenzofurane), C(CCC)N1COCC1 (3-butyl-1,3-oxazolidine). Solvent: alcohol. Product: COC1=CC(=CC=2[C@H]([C@@H](OC21)C=2C=C(C(=C(C2)CN(CCCC)CCO)O)OC)C)\C=C\C (N-(5-(trans-2,3-dihydro-7-methoxy-3-methyl-5-(E)-propenyl-benzofuran-2-yl)-2-hydroxy-3-methoxyphenyl-methyl)-N-(2-hydroxyethyl)-N-butylamine). Yield: 56.6%. Reaction SMILES: [OH:1][C:2]1[CH:7]=[CH:6][C:5]([C@H:8]2[C@H:12]([CH3:13])[C:11]3[CH:14]=[C:15](/[CH:20]=[CH:21]/[CH3:22])[CH:16]=[C:17]([O:18][CH3:19])[C:10]=3[O:9]2)=[CH:4][C:3]=1[O:23][CH3:24].[CH2:25]([N:29]1[CH2:33][CH2:32][O:31][CH2:30]1)[CH2:26][CH2:27][CH3:28]>>[CH3:19][O:18][C:17]1[C:10]2[O:9][C@@H:8]([C:5]3[CH:4]=[C:3]([O:23][CH3:24])[C:2]([OH:1])=[C:7]([CH2:30][N:29]([CH2:33][CH2:32][OH:31])[CH2:25][CH2:26][CH2:27][CH3:28])[CH:6]=3)[C@H:12]([CH3:13])[C:11]=2[CH:14]=[C:15](/[CH:20]=[CH:21]/[CH3:22])[CH:16]=1. Procedure: 20.0 g of trans-2,3-dihydro-2-(4-hydroxy-3-methoxyphenyl)-7-methoxy-3-methyl-5-(E)-propenylbenzofurane and 15.5 g of 3-butyl-1,3-oxazolidine are held in 180 ml of absolute alcohol for 36 hours at 70° C. and subsequently the solvent and excess 3-butyl-1,3-oxazolidine are removed in vacuum. After purification by means of a chromatographic column there is obtained 15.8 g of N-(5-(trans-2,3-dihydro-7-methoxy-3-methyl-5-(E)-propenyl-benzofuran-2-yl)-2-hydroxy-3-methoxyphenyl-methyl)-N-(2-hydroxyethyl... Reactants: CCC(=O)N1C(CF)C(c2ccc(S(C)(=O)=O)cc2)OC1(C)C, ClCCl, Cl, [Na+], [OH-], O. Product: CS(=O)(=O)c1ccc(C(O)C(N)CF)cc1. RXN SMILES: [C:1]([N:5]1[C:2]([CH3:3])([CH3:4])[O:7][CH:8]([c:12]2[cH:13][cH:14][c:15]([S:18](=[O:19])(=[O:20])[CH3:21])[cH:16][cH:17]2)[CH:9]1[CH2:10][F:11])(=[O:6])[CH2:22][CH3:23].[CH2:27]([Cl:28])[Cl:29].[ClH:24].[Na+:26].[OH-:25].[OH2:30]>>[NH2:5][CH:9]([CH:8]([OH:7])[c:12]1[cH:13][cH:14][c:15]([S:18](=[O:19])(=[O:20])[CH3:21])[cH:16][cH:17]1)[CH2:10][F:11].